The task is: describe an organic reaction: reactants, conditions, products, and yield. This data is from the Open Reaction Database (ORD), a public repository of structured organic reaction records. Yields the product Clc1cc(Nc2ccccc2)ncn1. Reaction SMILES: [CH3:16][CH2:17][O:18][C:19](=[O:20])[CH3:21].[Cl:1][c:2]1[n:3][cH:4][n:5][c:6]([Cl:8])[cH:7]1.[NH2:9][c:10]1[cH:11][cH:12][cH:13][cH:14][cH:15]1>>[c:2]1([NH:9][c:10]2[cH:11][cH:12][cH:13][cH:14][cH:15]2)[n:3][cH:4][n:5][c:6]([Cl:8])[cH:7]1. The reactants are CCOC(C)=O, Clc1cc(Cl)ncn1, Nc1ccccc1. Starting materials: CN(C(C=C)=O)CC=1OC2=C(C1C)C=CC=C2 (N-methyl-N-(3-methylbenzofuran-2-ylmethyl)acrylamide), CC1=C(C=CC=C1)P(C2=C(C=CC=C2)C)C3=C(C=CC=C3)C (P(o-tol)3), C(C)(C)N(CC)C(C)C (diisopropylethylamine), BrC1=CC=2OC(CNC2N=C1)(C)C (7-bromo-2,2-dimethyl-3,4-dihydro-2H-pyrido[3,2-b][1,4]oxazine). The reagents and catalysts are CC(=O)[O-].CC(=O)[O-].[Pd+2] (Pd(OAc)2). Solvent: C(CC)#N (propionitrile), CN(C)C=O (DMF). The product is O1C2=C(NCC1)N=CC(=C2)/C=C/C(=O)N(CC=2OC1=C(C2C)C=CC=C1)C ((E)-3-(3,4-Dihydro-2H-pyrido[3,2-b][1,4]oxazin-7-yl)-N-methyl-N-(3-methylbenzofuran-2-ylmethyl)acrylamide). Isolated yield 51.8%. RXN SMILES: [CH3:1][N:2]([CH2:7][C:8]1[O:9][C:10]2[CH:17]=[CH:16][CH:15]=[CH:14][C:11]=2[C:12]=1[CH3:13])[C:3](=[O:6])[CH:4]=[CH2:5].C(N(C(C)C)CC)(C)C.Br[C:28]1[CH:37]=[N:36][C:35]2[NH:34][CH2:33][C:32](C)(C)[O:31][C:30]=2[CH:29]=1.CC1C=CC=CC=1P(C1C=CC=CC=1C)C1C=CC=CC=1C>C(#N)CC.CN(C=O)C.CC([O-])=O.CC([O-])=O.[Pd+2]>[O:31]1[CH2:32][CH2:33][NH:34][C:35]2[N:36]=[CH:37][C:28](/[CH:5]=[CH:4]/[C:3]([N:2]([CH3:1])[CH2:7][C:8]3[O:9][C:10]4[CH:17]=[CH:16][CH:15]=[CH:14][C:11]=4[C:12]=3[CH3:13])=[O:6])=[CH:29][C:30]1=2 |f:6.7.8|. Procedure details: A solution of N-methyl-N-(3-methylbenzofuran-2-ylmethyl)acrylamide (0.190 g, 0.637 mmol) in propionitrile (3 mL) and DMF (0.6 mL) was deoxygenated with Ar for 20 min. The solution was treated with diisopropylethylamine (0.34 mL, 1.97 mmol) and 7-bromo-2,2-dimethyl-3,4-dihydro-2H-pyrido[3,2-b][1,4]oxazine (0.188 g, 0.828 mmol). The solution was deoxygenated with Ar for 20 min. Pd(OAc)2 (0.014 g, 0.078 mmol) and P(o-tol)3 (0.038 g, 0.15 mmol) were then added and the solution was deoxygenated again... Starting materials: CN(CCN(C(C)=O)C1=NC=C(C=C1)C)C (N-(2-dimethylaminoethyl)-N-(5-methyl-2-pyridyl) acetamide). Solvent: [OH-].[Na+] (sodium hydroxide). Yields the product CN(CCNC1=NC=C(C=C1)C)C (2-(2-Dimethylaminoethylamino)-5-methylpyridine). Reaction SMILES: [CH3:1][N:2]([CH3:16])[CH2:3][CH2:4][N:5]([C:9]1[CH:14]=[CH:13][C:12]([CH3:15])=[CH:11][N:10]=1)C(=O)C>[OH-].[Na+]>[CH3:1][N:2]([CH3:16])[CH2:3][CH2:4][NH:5][C:9]1[CH:14]=[CH:13][C:12]([CH3:15])=[CH:11][N:10]=1 |f:1.2|. Procedure details: To N-(2-dimethylaminoethyl)-N-(5-methyl-2-pyridyl) acetamide (50.0 g, 0.226 mole) is added 200 ml of 5 N sodium hydroxide. The mixture is stirred rapidly at reflux for 16 hours. The mixture is cooled and the oil is extracted into ether. The ether extract is dried and evaporated under reduced pressure. Distillation of the residue gives a pale yellow liquid, b.p. 105°-112°, n25D 1.5355. Weight obtained is 35 g. The reactants are B(OC1=CC(=CC=C1)C)([O-])[O-] (3-Methylphenyl borate), ClC1=NC2=CC=C(C=C2C(=C1)C)C (2-chloro-4,6-dimethylquinoline), C([O-])([O-])=O.[K+].[K+] (potassium carbonate). Reagents/catalysts: C1=CC=C(C=C1)P(C2=CC=CC=C2)C3=CC=CC=C3.C1=CC=C(C=C1)P(C2=CC=CC=C2)C3=CC=CC=C3.C1=CC=C(C=C1)P(C2=CC=CC=C2)C3=CC=CC=C3.C1=CC=C(C=C1)P(C2=CC=CC=C2)C3=CC=CC=C3.[Pd] (tetrakis(triphenylphosphine)palladium(O)). The solvent is C1CCOC1 (THF), O (H2O). Run at temperature 100 celsius, time 24 hour. The product is CC=1C=C(C=CC1)C1=NC2=CC(=CC=C2C(=C1)C)C (2-(3-methylphenyl)-4,7-dimethylquinoline). Reaction SMILES: B([O-])([O-])O[C:3]1[CH:8]=[CH:7][CH:6]=[C:5]([CH3:9])[CH:4]=1.Cl[C:13]1[CH:22]=[C:21]([CH3:23])[C:20]2[C:15](=[CH:16][CH:17]=[C:18](C)[CH:19]=2)[N:14]=1.[C:25](=O)([O-])[O-].[K+].[K+]>C1COCC1.O.C1C=CC(P(C2C=CC=CC=2)C2C=CC=CC=2)=CC=1.C1C=CC(P(C2C=CC=CC=2)C2C=CC=CC=2)=CC=1.C1C=CC(P(C2C=CC=CC=2)C2C=CC=CC=2)=CC=1.C1C=CC(P(C2C=CC=CC=2)C2C=CC=CC=2)=CC=1.[Pd]>[CH3:9][C:5]1[CH:4]=[C:3]([C:13]2[CH:22]=[C:21]([CH3:23])[C:20]3[C:15](=[CH:16][C:17]([CH3:25])=[CH:18][CH:19]=3)[N:14]=2)[CH:8]=[CH:7][CH:6]=1 |f:2.3.4,7.8.9.10.11|. Procedure details: 3-Methylphenyl borate (1.3 mmol), 2-chloro-4,6-dimethylquinoline (1 mmol), tetrakis(triphenylphosphine)palladium(O) (0.05 mmol) and potassium carbonate (3 mmol) were dissolved in THF (30 mL) and H2O (10 mL). The resulting solution was stirred in a bath at 100° C. for 24 hours. After completion of the reaction, the solvents were removed. The reaction mixture was extracted with dichloromethane and water and distilled under reduced pressure. The resulting residue was purified by silica gel column c... RXN SMILES: [C:18]([OH:19])([CH3:20])([CH3:21])[CH3:22].[CH2:14]=[CH:15][C:16]#[N:17].[CH3:1][N:2]1[C:3]([CH3:11])([CH3:12])[CH2:4][CH:5]([OH:10])[CH2:6][C:7]1([CH3:8])[CH3:9].[Na:13]>>[CH3:1][N:2]1[C:3]([CH3:11])([CH3:12])[CH2:4][CH:5]([O:10][CH2:14][CH2:15][C:16]#[N:17])[CH2:6][C:7]1([CH3:8])[CH3:9]. The product is CN1C(C)(C)CC(OCCC#N)CC1(C)C. The reactants are CC(C)(C)O, C=CC#N, CN1C(C)(C)CC(O)CC1(C)C, [Na].